This data is from the Open Reaction Database (ORD), a public repository of structured organic reaction records. The task is: describe an organic reaction: reactants, conditions, products, and yield Starting materials: CC(Oc1ccc(S(C)(=O)=O)cc1C(=O)O)C(F)(F)F, O=C(O)C(F)(F)F, FC(F)(F)c1nnc(N2CCNCC2)s1. The product is CC(Oc1ccc(S(C)(=O)=O)cc1C(=O)N1CCN(c2nnc(C(F)(F)F)s2)CC1)C(F)(F)F. RXN SMILES: [CH3:1][S:2](=[O:3])(=[O:4])[c:5]1[cH:6][cH:7][c:8]([O:14][CH:15]([C:16]([F:17])([F:18])[F:19])[CH3:20])[c:9]([C:10](=[O:11])[OH:12])[cH:13]1.[F:21][C:22]([F:23])([F:24])[C:25]([OH:26])=[O:27].[F:28][C:29]([c:30]1[n:31][n:32][c:33]([N:35]2[CH2:36][CH2:37][NH:38][CH2:39][CH2:40]2)[s:34]1)([F:41])[F:42]>>[CH3:1][S:2](=[O:3])(=[O:4])[c:5]1[cH:6][cH:7][c:8]([O:14][CH:15]([C:16]([F:17])([F:18])[F:19])[CH3:20])[c:9]([C:10](=[O:12])[N:38]2[CH2:37][CH2:36][N:35]([c:33]3[n:32][n:31][c:30]([C:29]([F:28])([F:41])[F:42])[s:34]3)[CH2:40][CH2:39]2)[cH:13]1.